Dataset: the Open Reaction Database (ORD), a public repository of structured organic reaction records. Task: describe an organic reaction: reactants, conditions, products, and yield The reactants are C(=O)O[C@H]1C[C@H]2CC([C@H]3[C@@H]4CC[C@H]([C@@H](CCC(=O)NC(CO)(C)C)C)[C@]4([C@H](C[C@@H]3[C@]2(CC1)C)OC=O)C)=O (2-(3α,12α-Diformyloxy-7-oxo-5β-cholan-24-amido)-2-methyl-1-propanol), [OH-].[K+] (KOH). Product: O[C@H]1C[C@H]2CC([C@H]3[C@@H]4CC[C@H]([C@@H](CCC(=O)NC(CO)(C)C)C)[C@]4([C@H](C[C@@H]3[C@]2(CC1)C)O)C)=O (2-(3α,12α-dihydroxy-7-oxo-5β-cholan-24-amido)-2-methyl-1-propanol). Reaction SMILES: C([O:3][C@@H:4]1[CH2:32][CH2:31][C@@:30]2([CH3:33])[C@H:6]([CH2:7][C:8](=[O:38])[C@@H:9]3[C@@H:29]2[CH2:28][C@H:27]([O:34]C=O)[C@@:26]2([CH3:37])[C@H:10]3[CH2:11][CH2:12][C@@H:13]2[C@H:14]([CH3:25])[CH2:15][CH2:16][C:17]([NH:19][C:20]([CH3:24])([CH3:23])[CH2:21][OH:22])=[O:18])[CH2:5]1)=O.[OH-].[K+]>>[OH:3][C@@H:4]1[CH2:32][CH2:31][C@@:30]2([CH3:33])[C@H:6]([CH2:7][C:8](=[O:38])[C@@H:9]3[C@@H:29]2[CH2:28][C@H:27]([OH:34])[C@@:26]2([CH3:37])[C@H:10]3[CH2:11][CH2:12][C@@H:13]2[C@H:14]([CH3:25])[CH2:15][CH2:16][C:17]([NH:19][C:20]([CH3:24])([CH3:23])[CH2:21][OH:22])=[O:18])[CH2:5]1 |f:1.2|. Procedure: The diformyl amide obtained in Example 2 (2 g) was hydrolyzed with 5% methanolic KOH (reflux, 1 hr). Dilution with water and extraction with ethyl acetate gave chromatographically pure 2-(3α,12α-dihydroxy-7-oxo-5β-cholan-24-amido)-2-methyl-1-propanol which was recrystallized from ethyl acetate (colorless prisms), melting at 229°-231° C. PMR (δ ppm): 0.70 (3H, s, 18--CH3), 1.09 (3H, d, J=6 Hz, 21--CH3), 1.16 (3H, s, 19--CH3), 1.52 (6H, s, --C(CH3)2 --), 3.65 (1H, m, 3β--H), 3.86 (2H, s, --CH2OH),... Product: O=C(O)CNCP(=O)(O)O. The reactants are O, O=C(O)CN(CC(=O)O)CP(=O)(O)O, O=S(=O)(O)O. Reaction SMILES: [OH2:20].[P:6](=[O:7])([OH:8])([OH:9])[CH2:10][N:11]([CH2:12][C:13](=[O:14])[OH:15])[CH2:16][C:17]([OH:18])=[O:19].[S:1](=[O:2])(=[O:3])([OH:4])[OH:5]>>[P:6](=[O:7])([OH:8])([OH:9])[CH2:10][NH:11][CH2:12][C:13](=[O:14])[OH:15]. Procedure details: 2-Hexadecylthiomethyl-2-hydroxymethyltetrahydrofuran IV b1 is allowed to react and worked by the same procedure as described in (3), the summary of the experimental condition and the physical data of the product are listed in the Tables 5 and 6. RXN SMILES: CO[CH:3](CSC(=O)NCCCCCCCCCCCCCCCCCC)[CH2:4]N.[CH2:29]([S:45][CH2:46][CH:47]([O:50][CH3:51])[CH2:48][NH2:49])[CH2:30][CH2:31][CH2:32][CH2:33][CH2:34][CH2:35][CH2:36][CH2:37][CH2:38][CH2:39][CH2:40][CH2:41][CH2:42][CH2:43][CH3:44]>>[NH2:49][CH2:48][C:47]1([CH2:46][S:45][CH2:29][CH2:30][CH2:31][CH2:32][CH2:33][CH2:34][CH2:35][CH2:36][CH2:37][CH2:38][CH2:39][CH2:40][CH2:41][CH2:42][CH2:43][CH3:44])[CH2:4][CH2:3][CH2:51][O:50]1. The product is NCC1(OCCC1)CSCCCCCCCCCCCCCCCC (2-aminomethyl-2-hexadecylthiomethyltetrahydrofuran). The reactants are COC(CN)CSC(NCCCCCCCCCCCCCCCCCC)=O (2-methoxy-3-octadecylcarbamoylthiopropylamine), b1, C(CCCCCCCCCCCCCCC)SCC(CN)OC (3-hexadecylthio-2-methoxypropylamine). Isolated yield 82.0%. Starting materials: ClC1=C(C=C2C(C(=CN(C2=N1)C1CC1)C(=O)O)=O)F (7-chloro-1-cyclopropyl-6-fluoro -1, 4-dihydro-4-oxo-1,8-naphthyridine-3-carboxylic acid), N1CC(CC1)C=1C=NC=CC1 (3-(3-pyrrolidinyl) pyridine). As a reaction SMILES: Cl[C:2]1[N:11]=[C:10]2[C:5]([C:6](=[O:18])[C:7]([C:15]([OH:17])=[O:16])=[CH:8][N:9]2[CH:12]2[CH2:14][CH2:13]2)=[CH:4][C:3]=1[F:19].[NH:20]1[CH2:24][CH2:23][CH:22]([C:25]2[CH:26]=[N:27][CH:28]=[CH:29][CH:30]=2)[CH2:21]1>>[CH:12]1([N:9]2[C:10]3[C:5](=[CH:4][C:3]([F:19])=[C:2]([N:20]4[CH2:24][CH2:23][CH:22]([C:25]5[CH:26]=[N:27][CH:28]=[CH:29][CH:30]=5)[CH2:21]4)[N:11]=3)[C:6](=[O:18])[C:7]([C:15]([OH:17])=[O:16])=[CH:8]2)[CH2:14][CH2:13]1. The product is C1(CC1)N1C=C(C(C2=CC(=C(N=C12)N1CC(CC1)C=1C=NC=CC1)F)=O)C(=O)O (1-Cyclopropyl-6-fluoro-1,4-dihydro-4-oxo-7-[3-(3-pyridinyl)-1-pyrrolidinyl]-1,8-naphthyridine-3-carboxylic acid). Reported procedure: Starting from 7-chloro-1-cyclopropyl-6-fluoro -1, 4-dihydro-4-oxo-1,8-naphthyridine-3-carboxylic acid (1.24 g, 4.4 mmol) and 3-(3-pyrrolidinyl) pyridine, a procedure analogous to that given in Example 1 provided the title compound (1.43 g, 82%) as a light beige solid, mp 226°-228° C. The reactants are C(C1=CC=CC=C1)N1CCC2(CNC2)CC1 (7-Benzyl-2,7-diazaspiro[3.5]nonane), FC1=CC=C(C=C1)C1(C(N(CC1)CC(=O)O)=O)C1=CC=C(C=C1)F (2-(3,3-bis(4-fluorophenyl)-2-oxopyrrolidin-1-yl)acetic acid), C(C)N=C=NCCCN(C)C (N1-((ethylimino)methylene)-N3,N3-dimethylpropane-1,3-diamine), CN1CCOCC1 (N-methylmorpholine). The solvent is ClCCl (dichloromethane), ClCCl (dichloromethane). Reaction conditions: time 8 hour. The product is C(C1=CC=CC=C1)N1CCC2(CN(C2)C(CN2C(C(CC2)(C2=CC=C(C=C2)F)C2=CC=C(C=C2)F)=O)=O)CC1 (1-[2-(7-benzyl-2,7-diazaspiro[3.5]non-2-yl)-2-oxoethyl]-3,3-bis(4-fluorophenyl)pyrrolidin-2-one). Reaction SMILES: [CH2:1]([N:8]1[CH2:16][CH2:15][C:11]2([CH2:14][NH:13][CH2:12]2)[CH2:10][CH2:9]1)[C:2]1[CH:7]=[CH:6][CH:5]=[CH:4][CH:3]=1.[F:17][C:18]1[CH:23]=[CH:22][C:21]([C:24]2([C:34]3[CH:39]=[CH:38][C:37]([F:40])=[CH:36][CH:35]=3)[CH2:28][CH2:27][N:26]([CH2:29][C:30](O)=[O:31])[C:25]2=[O:33])=[CH:20][CH:19]=1.C(N=C=NCCCN(C)C)C.CN1CCOCC1>ClCCl>[CH2:1]([N:8]1[CH2:9][CH2:10][C:11]2([CH2:14][N:13]([C:30](=[O:31])[CH2:29][N:26]3[CH2:27][CH2:28][C:24]([C:21]4[CH:22]=[CH:23][C:18]([F:17])=[CH:19][CH:20]=4)([C:34]4[CH:35]=[CH:36][C:37]([F:40])=[CH:38][CH:39]=4)[C:25]3=[O:33])[CH2:12]2)[CH2:15][CH2:16]1)[C:2]1[CH:3]=[CH:4][CH:5]=[CH:6][CH:7]=1. Reported procedure: 7-Benzyl-2,7-diazaspiro[3.5]nonane (0.237 g, 0.749 mmol), 2-(3,3-bis(4-fluorophenyl)-2-oxopyrrolidin-1-yl)acetic acid (0.248 g, 0.749 mmol; Example 58D), N1-((ethylimino)methylene)-N3,N3-dimethylpropane-1,3-diamine (0.199 mL, 1.123 mmol) and N-methylmorpholine (0.247 mL, 2.247 mmol) were stirred together in dichloromethane (2 mL). After stirring overnight, the reaction was diluted with dichloromethane (20 mL) and washed with 1 N HCl (10 mL) and brine (10 mL), dried over magnesium sulfate and con... Starting materials: COC=1C=C(C=CC1OC)CCN (3,4-dimethoxyphenylethylamine), COC=1C=C(C=CC1)CC(=O)Cl (3-methoxyphenyl acetyl chloride). Product: COC=1C=C(C=CC1OC)CCNC(CC1=CC(=CC=C1)OC)=O (N-[2-(3,4-Dimethoxy-phenyl)-ethyl]-3-methoxyphenyl-acetamide). As a reaction SMILES: [CH3:1][O:2][C:3]1[CH:4]=[C:5]([CH2:11][CH2:12][NH2:13])[CH:6]=[CH:7][C:8]=1[O:9][CH3:10].[CH3:14][O:15][C:16]1[CH:17]=[C:18]([CH2:22][C:23](Cl)=[O:24])[CH:19]=[CH:20][CH:21]=1>>[CH3:1][O:2][C:3]1[CH:4]=[C:5]([CH2:11][CH2:12][NH:13][C:23](=[O:24])[CH2:22][C:18]2[CH:19]=[CH:20][CH:21]=[C:16]([O:15][CH3:14])[CH:17]=2)[CH:6]=[CH:7][C:8]=1[O:9][CH3:10]. Procedure details: prepared by reaction of 3,4-dimethoxyphenylethylamine with 3-methoxyphenyl acetyl chloride. Starting materials: COC(OC)(c1ccncc1)C(N)c1ccc(F)cc1, Cc1ccccc1, CCOC(C)=O, O=C(NCCCc1ccccc1)n1ccnc1. Yields the product COC(OC)(c1ccncc1)C(NC(=O)NCCCc1ccccc1)c1ccc(F)cc1. RXN SMILES: [CH3:1][O:2][C:3]([CH:4]([NH2:5])[c:6]1[cH:7][cH:8][c:9]([F:12])[cH:10][cH:11]1)([c:13]1[cH:14][cH:15][n:16][cH:17][cH:18]1)[O:19][CH3:20].[CH3:38][c:39]1[cH:40][cH:41][cH:42][cH:43][cH:44]1.[CH3:45][CH2:46][O:47][C:48](=[O:49])[CH3:50].[c:21]1([CH2:27][CH2:28][CH2:29][NH:30][C:31](=[O:32])[n:33]2[cH:34][cH:35][n:36][cH:37]2)[cH:22][cH:23][cH:24][cH:25][cH:26]1>>[CH3:1][O:2][C:3]([CH:4]([NH:5][C:31]([NH:30][CH2:29][CH2:28][CH2:27][c:21]1[cH:22][cH:23][cH:24][cH:25][cH:26]1)=[O:32])[c:6]1[cH:7][cH:8][c:9]([F:12])[cH:10][cH:11]1)([c:13]1[cH:14][cH:15][n:16][cH:17][cH:18]1)[O:19][CH3:20]. The reactants are Cl.NCC1=C(N=NS1)C (5-aminomethyl-4-methyl-1,2,3-thiadiazole hydrochloride), C(C=C)Br (allyl bromide), C([O-])([O-])=O.[K+].[K+] (potassium carbonate), CC(=O)C (acetone). Run at time 20 hour. Yields the product C(C=C)N(CC=C)CC1=C(N=NS1)C (5-(N,N-diallylamino)methyl-4-methyl-1,2,3-thiadiazole). Yield: 67.0%. As a reaction SMILES: Cl.[NH2:2][CH2:3][C:4]1[S:8][N:7]=[N:6][C:5]=1[CH3:9].[CH2:10](Br)[CH:11]=[CH2:12].C(=O)([O-])[O-].[K+].[K+].[CH3:20][C:21]([CH3:23])=O>>[CH2:10]([N:2]([CH2:3][C:4]1[S:8][N:7]=[N:6][C:5]=1[CH3:9])[CH2:23][CH:21]=[CH2:20])[CH:11]=[CH2:12] |f:0.1,3.4.5|. Procedure: To 15 ml of acetone were added 0.50 g (3.0 mmol) of 5-aminomethyl-4-methyl-1,2,3-thiadiazole hydrochloride, 1.10 g (9.0 mmol) of allyl bromide and 2.1 g (15 mmol) of potassium carbonate. The resulting mixture was stirred for 20 hours with heating under reflux. After the reaction was completed, the reaction mixture was filtered to remove the precipitated matter, the solvent was distilled off under reduced pressure, and the residue was purified by silica gel column chromatography using 3:1 mixture...